From a dataset of the Open Reaction Database (ORD), a public repository of structured organic reaction records. describe an organic reaction: reactants, conditions, products, and yield Starting materials: COc1ccccc1COCCCOc1ccc(C2CCN(C(=O)OC(C)(C)C)CC2OCc2cccc3c2N(COCC[Si](C)(C)C)C(=O)CCC3)cc1, CCCC[N+](CCCC)(CCCC)CCCC, COC(C)(C)C, [F-], C1CCOC1, O. Yields the product COc1ccccc1COCCCOc1ccc(C2CCN(C(=O)OC(C)(C)C)CC2OCc2cccc3c2NC(=O)CCC3)cc1. As a reaction SMILES: [CH3:1][O:2][c:3]1[c:4]([CH2:5][O:6][CH2:7][CH2:8][CH2:9][O:10][c:11]2[cH:12][cH:13][c:14]([CH:17]3[CH:18]([O:30][CH2:31][c:32]4[cH:33][cH:34][cH:35][c:36]5[c:37]4[N:38]([CH2:44][O:45][CH2:46][CH2:47][Si:48]([CH3:49])([CH3:50])[CH3:51])[C:39](=[O:43])[CH2:40][CH2:41][CH2:42]5)[CH2:19][N:20]([C:23](=[O:24])[O:25][C:26]([CH3:27])([CH3:28])[CH3:29])[CH2:21][CH2:22]3)[cH:15][cH:16]2)[cH:52][cH:53][cH:54][cH:55]1.[CH3:57][CH2:58][CH2:59][CH2:60][N+:61]([CH2:62][CH2:63][CH2:64][CH3:65])([CH2:66][CH2:67][CH2:68][CH3:69])[CH2:70][CH2:71][CH2:72][CH3:73].[CH3:75][O:76][C:77]([CH3:78])([CH3:79])[CH3:80].[F-:56].[O:81]1[CH2:82][CH2:83][CH2:84][CH2:85]1.[OH2:74]>>[CH3:1][O:2][c:3]1[c:4]([CH2:5][O:6][CH2:7][CH2:8][CH2:9][O:10][c:11]2[cH:12][cH:13][c:14]([CH:17]3[CH:18]([O:30][CH2:31][c:32]4[cH:33][cH:34][cH:35][c:36]5[c:37]4[NH:38][C:39](=[O:43])[CH2:40][CH2:41][CH2:42]5)[CH2:19][N:20]([C:23](=[O:24])[O:25][C:26]([CH3:27])([CH3:28])[CH3:29])[CH2:21][CH2:22]3)[cH:15][cH:16]2)[cH:52][cH:53][cH:54][cH:55]1. The reactants are BrC=1C=NC(=NC1)O[C@H]1CN2CCC1CC2 ((3R)-3-[(5-bromopyrimidin-2-yl)oxy]quinuclidine), C(C)(C)(C)OC(NC1=C(C=C(C=C1)B1OC(C(O1)(C)C)(C)C)[N+](=O)[O-])=O ([2-Nitro-4-(4,4,5,5-tetramethyl-[1,3,2]dioxaborolan-2-yl)-phenyl]-carbamic Acid tert-butyl ester), (tBu3P)2Pd, [F-].[Cs+] (CsF). The reagents and catalysts are C=1C=CC(=CC1)/C=C/C(=O)/C=C/C2=CC=CC=C2.C=1C=CC(=CC1)/C=C/C(=O)/C=C/C2=CC=CC=C2.C=1C=CC(=CC1)/C=C/C(=O)/C=C/C2=CC=CC=C2.[Pd].[Pd] (Pd2(dba)3). Run in O1CCOCC1 (dioxane), CN(C)C=O (DMF). Product: C(C)(C)(C)OC(NC1=C(C=C(C=C1)C=1C=NC(=NC1)O[C@H]1CN2CCC1CC2)[N+](=O)[O-])=O ({4-{2-[(3R)-1-Aza-bicyclo[2.2.2]oct-3-yloxy]-pyrimidin-5-yl}-2-nitro-phenyl}-carbamic acid tert-butyl ester). RXN SMILES: Br[C:2]1[CH:3]=[N:4][C:5]([O:8][C@@H:9]2[CH:14]3[CH2:15][CH2:16][N:11]([CH2:12][CH2:13]3)[CH2:10]2)=[N:6][CH:7]=1.[C:17]([O:21][C:22](=[O:42])[NH:23][C:24]1[CH:29]=[CH:28][C:27](B2OC(C)(C)C(C)(C)O2)=[CH:26][C:25]=1[N+:39]([O-:41])=[O:40])([CH3:20])([CH3:19])[CH3:18].[F-].[Cs+]>O1CCOCC1.CN(C=O)C.C1C=CC(/C=C/C(/C=C/C2C=CC=CC=2)=O)=CC=1.C1C=CC(/C=C/C(/C=C/C2C=CC=CC=2)=O)=CC=1.C1C=CC(/C=C/C(/C=C/C2C=CC=CC=2)=O)=CC=1.[Pd].[Pd]>[C:17]([O:21][C:22](=[O:42])[NH:23][C:24]1[CH:29]=[CH:28][C:27]([C:2]2[CH:3]=[N:4][C:5]([O:8][C@@H:9]3[CH:14]4[CH2:15][CH2:16][N:11]([CH2:12][CH2:13]4)[CH2:10]3)=[N:6][CH:7]=2)=[CH:26][C:25]=1[N+:39]([O-:41])=[O:40])([CH3:20])([CH3:18])[CH3:19] |f:2.3,6.7.8.9.10|. Procedure: The product of Example 19A (0.57 g, 2.0 mmol) was coupled with the product of Example 34B (1.50 g, 4 mmol) under the catalysis of Pd2(dba)3 (24 mg, 0.025 mmol) and (tBu3P)2Pd (26 mg, 0.05 mmol) with CsF (Strem Chemicals, 1.80 g, 12.0 mmol) in dioxane (20 mL) and DMF (Aldrich, 2 mL) at 80° C. under N2 for 16 hours according to the procedure of Example 34C. The title compound was purified by chromatography (SiO2, EtOAc: MeOH (v. 2% NH3.H2O), 50:50, Rf. 0.3) as oil (590 mg, 67%). 1H NMR (300 MHz, M... Reactants: CCO, COc1cc2ncc(C#N)c(Nc3ccc(Cl)cc3F)c2cc1[N+](=O)[O-], O, O, Cl[Sn](Cl)(Cl)Cl. Product: COc1cc2ncc(C#N)c(Nc3ccc(Cl)cc3F)c2cc1N. Reaction SMILES: [CH3:34][CH2:35][OH:36].[Cl:1][c:2]1[cH:3][c:4]([F:26])[c:5]([NH:8][c:9]2[c:10]([C:24]#[N:25])[cH:11][n:12][c:13]3[cH:14][c:15]([O:22][CH3:23])[c:16]([N+:19]([O-:20])=[O:21])[cH:17][c:18]23)[cH:6][cH:7]1.[OH2:27].[OH2:28].[Sn:29]([Cl:30])([Cl:31])([Cl:32])[Cl:33]>>[Cl:1][c:2]1[cH:3][c:4]([F:26])[c:5]([NH:8][c:9]2[c:10]([C:24]#[N:25])[cH:11][n:12][c:13]3[cH:14][c:15]([O:22][CH3:23])[c:16]([NH2:19])[cH:17][c:18]23)[cH:6][cH:7]1.